From a dataset of the Open Reaction Database (ORD), a public repository of structured organic reaction records. describe an organic reaction: reactants, conditions, products, and yield Starting materials: C(C)(C)(C)OC(CC=C)=O (tert-butyl-3-butenoate), C1(=C(C=CC=C1)P(C1=C(C=CC=C1)C)C1=C(C=CC=C1)C)C (tri-(o-tolyl)phosphine), C(C)(C)N(CC)C(C)C (diisopropylethylamine), C1(=CC=CC=C1)C1=C(N)C=CC(=C1)Br (2-Phenyl-4-bromoaniline). The reagents and catalysts are C(C)(=O)[O-].[Pd+2].C(C)(=O)[O-] (palladium acetate). Solvent: CN(C=O)C (N,N-dimethylformamide). Run at temperature 90 celsius, time 8 hour. Product: NC=1C=C(C=CC1C1=CC=CC=C1)/C=C/CC(=O)OC(C)(C)C (tert-butyl (3E)-4-(3-amino-4-phenylphenyl)-3-butenoate). Yield: 78.8%. As a reaction SMILES: [C:1]1([C:7]2[CH:13]=[C:12](Br)[CH:11]=[CH:10][C:8]=2[NH2:9])[CH:6]=[CH:5][CH:4]=[CH:3][CH:2]=1.[C:15]([O:19][C:20](=[O:24])[CH2:21][CH:22]=[CH2:23])([CH3:18])([CH3:17])[CH3:16].C1(C)C=CC=CC=1P(C1C=CC=CC=1C)C1C=CC=CC=1C.C(N(C(C)C)CC)(C)C>CN(C)C=O.C([O-])(=O)C.[Pd+2].C([O-])(=O)C>[NH2:9][C:8]1[CH:10]=[C:11](/[CH:23]=[CH:22]/[CH2:21][C:20]([O:19][C:15]([CH3:18])([CH3:17])[CH3:16])=[O:24])[CH:12]=[CH:13][C:7]=1[C:1]1[CH:6]=[CH:5][CH:4]=[CH:3][CH:2]=1 |f:5.6.7|. Procedure details: 2-Phenyl-4-bromoaniline (564.7 mg, 2.28 mmol) was dissolved in N,N-dimethylformamide (25 mL) and, at room temperature, thereto were added tert-butyl-3-butenoate (582.5 mg, 4.10 mmol), tri-(o-tolyl)phosphine (1.87 g, 6.16 mmol), and diisopropylethylamine (0.78 mL, 4.56 mmol). The reaction mixture was deaerated, palladium acetate (67.4 mg, 0.30 mmol) was added, and the mixture was deaerated again. After stirring at 90° C. overnight, the reaction mixture was filtered through celite and washed with ... The reactants are CCCCCC.CC(OCC)=O (hexane EA), C(=O)([O-])[O-].[K+].[K+] (K2CO3), C12C(CC(CC1)C2)CNC(C2=C(N=CC=C2)S)=O (N-(bicyclo[2.2.1]heptan-2-ylmethyl)-2-mercapto-nicotinamide), BrCCCC1=CC=C(C=C1)F (1-(3-bromopropyl)-4-fluorobenzene). The solvent is CN(C)C=O (DMF). Conditions: time 60 minute. Yields the product C12CCC(C(C1)CNC(=O)C=1C(=NC=CC1)SCCCC1=CC=C(C=C1)F)C2 (N-(5-bicyclo-[2.2.1]heptanyl-methyl)-2-[3-(4-fluorophenyl)-propyl-sulfanyl]-pyridine-3-carboxylic acid amide). Isolated yield 70.3%. RXN SMILES: C([O-])([O-])=O.[K+].[K+].[CH:7]12[CH2:13][CH:10]([CH2:11][CH2:12]1)[CH2:9][CH:8]2[CH2:14][NH:15][C:16](=[O:24])[C:17]1[CH:22]=[CH:21][CH:20]=[N:19][C:18]=1[SH:23].Br[CH2:26][CH2:27][CH2:28][C:29]1[CH:34]=[CH:33][C:32]([F:35])=[CH:31][CH:30]=1.CCCCCC.CC(=O)OCC>CN(C=O)C>[CH:10]12[CH2:13][CH:7]([CH:8]([CH2:14][NH:15][C:16]([C:17]3[C:18]([S:23][CH2:26][CH2:27][CH2:28][C:29]4[CH:34]=[CH:33][C:32]([F:35])=[CH:31][CH:30]=4)=[N:19][CH:20]=[CH:21][CH:22]=3)=[O:24])[CH2:9]1)[CH2:12][CH2:11]2 |f:0.1.2,5.6|. Reported procedure: 178 mg (1.29 mmol) of K2CO3 were added to a solution of 308 mg (1.18 mmol) of N-(bicyclo[2.2.1]heptan-2-ylmethyl)-2-mercapto-nicotinamide in DMF (5 ml), and the mixture was stirred for 60 min at RT. 255 mg (1.18 mmol) of 1-(3-bromopropyl)-4-fluorobenzene were then added and the mixture was stirred for a further 16 h at RT. Dilution with water and extraction with EA were then carried out. The organic phase was washed with water, dried over MgSO4, filtered and concentrated in vacuo. CC (hexane/EA ... As a reaction SMILES: Br[C:2]1[CH:3]=[C:4]([C:8]2[CH:13]=[C:12]([C:14]3[CH:19]=[CH:18][C:17]([C:20]([F:23])([F:22])[F:21])=[CH:16][CH:15]=3)[CH:11]=[C:10]([CH3:24])[N:9]=2)[CH:5]=[N:6][CH:7]=1.[NH2:25][C:26]1[N:31]=[CH:30][C:29](B2OC(C)(C)C(C)(C)O2)=[CH:28][N:27]=1>>[CH3:24][C:10]1[N:9]=[C:8]([C:4]2[CH:5]=[N:6][CH:7]=[C:2]([C:29]3[CH:28]=[N:27][C:26]([NH2:25])=[N:31][CH:30]=3)[CH:3]=2)[CH:13]=[C:12]([C:14]2[CH:19]=[CH:18][C:17]([C:20]([F:23])([F:22])[F:21])=[CH:16][CH:15]=2)[CH:11]=1. Reactants: BrC=1C=C(C=NC1)C1=NC(=CC(=C1)C1=CC=C(C=C1)C(F)(F)F)C (5′-bromo-6-methyl-4-(4-trifluoromethylphenyl)-[2,3′]bipyridinyl), NC1=NC=C(C=N1)B1OC(C(O1)(C)C)(C)C (2-amino-5-(4,4,5,5-tetramethyl-1,3,2-dioxaborolan-2-yl)pyrimidine). Procedure: The title compound was prepared from 5′-bromo-6-methyl-4-(4-trifluoromethylphenyl)-[2,3′]bipyridinyl (example E.24) (0.15 g, 0.38 mmol) and commercially available 2-amino-5-(4,4,5,5-tetramethyl-1,3,2-dioxaborolan-2-yl)pyrimidine (0.093 g, 0.42 mmol) according to the general procedure VI. Obtained as a white solid (0.035 g, 22%). MS (ISP) 408.3 [(M+H)+]; mp 248-252° C. Product: CC1=CC(=CC(=N1)C=1C=NC=C(C1)C=1C=NC(=NC1)N)C1=CC=C(C=C1)C(F)(F)F (5-[6-Methyl-4-(4-trifluoromethyl-phenyl)-[2,3′]bipyridinyl-5′-yl]-pyrimidin-2-ylamine), solid. The yield is 22.0%. The reactants are BrC1=CC2=C(NC3=C2C=C(N=C3)Br)N=C1 (3,6-dibromo-9H-dipyrido[2,3-b;4′,3′-d]pyrrole), CN1N=CC(=C1)B1OC(C(O1)(C)C)(C)C (1-methyl-4-(4,4,5,5-tetramethyl-1,3,2-dioxaborolan-2-yl)-1H-pyrazole), C([O-])([O-])=O.[Na+].[Na+] (sodium carbonate). Reagents/catalysts: Cl[Pd]([P](C1=CC=CC=C1)(C2=CC=CC=C2)C3=CC=CC=C3)([P](C4=CC=CC=C4)(C5=CC=CC=C5)C6=CC=CC=C6)Cl (bis(triphenylphosphine)palladium(II) dichloride). Solvent: C(C)#N (acetonitrile). The product is CN1N=CC(=C1)C1=CC2=C(NC3=C2C=C(N=C3)C=3C=NN(C3)C)N=C1 (3,6-Bis(1-Methyl-4-pyrazolyl)-9H-dipyrido[2,3-b;4′,3′-d]pyrrole). Reaction SMILES: Br[C:2]1[CH:15]=[N:14][C:5]2[NH:6][C:7]3[CH:12]=[N:11][C:10](Br)=[CH:9][C:8]=3[C:4]=2[CH:3]=1.[CH3:16][N:17]1[CH:21]=[C:20](B2OC(C)(C)C(C)(C)O2)[CH:19]=[N:18]1.C(=O)([O-])[O-].[Na+].[Na+]>C(#N)C.Cl[Pd](Cl)([P](C1C=CC=CC=1)(C1C=CC=CC=1)C1C=CC=CC=1)[P](C1C=CC=CC=1)(C1C=CC=CC=1)C1C=CC=CC=1>[CH3:16][N:17]1[CH:21]=[C:20]([C:2]2[CH:15]=[N:14][C:5]3[NH:6][C:7]4[CH:12]=[N:11][C:10]([C:20]5[CH:19]=[N:18][N:17]([CH3:16])[CH:21]=5)=[CH:9][C:8]=4[C:4]=3[CH:3]=2)[CH:19]=[N:18]1 |f:2.3.4,^1:42,61|. Reported procedure: A suspension of 3,6-dibromo-9H-dipyrido[2,3-b;4′,3′-d]pyrrole (9.3 mg, 28 μmol), 1-methyl-4-(4,4,5,5-tetramethyl-1,3,2-dioxaborolan-2-yl)-1H-pyrazole (17.8 mg, 85.3 μmol) and bis(triphenylphosphine)palladium(II) dichloride (1.0 mg, 14 mop in acetonitrile (0.18 mL) and 2N aqueous sodium carbonate solution was heated under microwave irradiation at 140° C. for 20 minutes. The reaction mixture was allowed to cool to ambient temperature and the resultant precipitate collected by filtration, and the s...